Dataset: the Open Reaction Database (ORD), a public repository of structured organic reaction records. Task: describe an organic reaction: reactants, conditions, products, and yield Starting materials: N=1N=NN2C1C(NC1=C(C2)C=CC=C1)=S (5,10-Dihydro-11H-tetrazolo[5,1-c][1,4]benzodiazepine-11-thione), [OH-].[Na+] (sodium hydroxide), CI (methyl iodide). The solvent is C(C)O (ethanol). The product is CSC1=NC2=C(CN3C1=NN=N3)C=CC=C2 (11-Methylthio-5H-tetrazolo[5,1-c][1,4]benzodiazepine). Isolated yield 89.0%. Reaction SMILES: [N:1]1[N:2]=[N:3][N:4]2[CH2:10][C:9]3[CH:11]=[CH:12][CH:13]=[CH:14][C:8]=3[NH:7][C:6](=[S:15])[C:5]=12.[OH-].[Na+].[CH3:18]I>C(O)C>[CH3:18][S:15][C:6]1[C:5]2=[N:1][N:2]=[N:3][N:4]2[CH2:10][C:9]2[CH:11]=[CH:12][CH:13]=[CH:14][C:8]=2[N:7]=1 |f:1.2|. Procedure details: To 30 mmol. of the product of Example 6 in 300 ml. of ethanol is added 33 ml. of 1 N sodium hydroxide followed by the slow addition of 54 mmol. of methyl iodide. After two hours the reaction mixture is evaporated to one fourth its volume, 100 ml. of water is added and the product is obtained by extraction into methylene chloride. The methylene chloride is removed by evaporation and the product is recrystallized from ethyl acetatehexane to afford an 89% yield (m.p. 105°-108° C.) of the title comp... The reactants are [Na] (sodium), C(=O)(O)[O-].[Na+] (NaHCO3), ( g ), BrCC1OC(CC1)CCC1=C(C=CC(=C1)F)OC (2-(bromomethyl)-5-(2′-methoxy-5′-fluorophenethyl)tetrahydrofuran), [Na+].[I-] (NaI), [C-]#N.[K+] (potassium cyanide). Solvent: O (H2O), CS(=O)C (DMSO). Conditions: temperature 70 celsius. The product is C(#N)C[C@@H]1O[C@H](CC1)CCC1=C(C=CC(=C1)F)OC (Trans-2-(Cyanomethyl)-5-(2′-methoxy-5′-fluorophenethyl)tetrahydrofuran). Yield: 81.0%. RXN SMILES: Br[CH2:2][CH:3]1[CH2:7][CH2:6][CH:5]([CH2:8][CH2:9][C:10]2[CH:15]=[C:14]([F:16])[CH:13]=[CH:12][C:11]=2[O:17][CH3:18])[O:4]1.[Na+].[I-].[C-:21]#[N:22].[K+].[Na].C([O-])(O)=O.[Na+]>O.CS(C)=O>[C:21]([CH2:2][C@H:3]1[CH2:7][CH2:6][C@H:5]([CH2:8][CH2:9][C:10]2[CH:15]=[C:14]([F:16])[CH:13]=[CH:12][C:11]=2[O:17][CH3:18])[O:4]1)#[N:22] |f:1.2,3.4,6.7,^1:23|. Procedure: To a vial under Ar(g) was added 2-(bromomethyl)-5-(2′-methoxy-5′-fluorophenethyl)tetrahydrofuran (0.67 g, 2.1 mmol), NaI (70 mg), potassium cyanide (0.35 g, 5.3 mmol), and dry DMSO (5 mL). The mixture thus obtained was heated to 70° C. under Ar for 12 h. After it was cooled to room temperature, the reaction mixture was poured into a separatory funnel containing sodium bicarcarbonate aqueous solution (sat. NaHCO3:H2O=1:1, 40 mL). The organic function was extracted with ethyl acetate (2×50 mL) and... As a reaction SMILES: [CH3:1][O:2][c:3]1[cH:4][cH:5][c:6]([CH2:7][Br:8])[cH:9][cH:10]1.[CH:36]([OH:37])([CH3:38])[CH3:39].[c:11]1([P:17]([c:18]2[cH:19][cH:20][cH:21][cH:22][cH:23]2)[c:24]2[cH:25][cH:26][cH:27][cH:28][cH:29]2)[cH:12][cH:13][cH:14][cH:15][cH:16]1.[cH:30]1[cH:31][cH:32][cH:33][cH:34][cH:35]1>>[Br-:8].[CH3:1][O:2][c:3]1[cH:4][cH:5][c:6]([CH2:7][P+:17]([c:11]2[cH:12][cH:13][cH:14][cH:15][cH:16]2)([c:18]2[cH:19][cH:20][cH:21][cH:22][cH:23]2)[c:24]2[cH:25][cH:26][cH:27][cH:28][cH:29]2)[cH:9][cH:10]1. Reactants: COc1ccc(CBr)cc1, CC(C)O, c1ccc(P(c2ccccc2)c2ccccc2)cc1, c1ccccc1. The product is [Br-], COc1ccc(C[P+](c2ccccc2)(c2ccccc2)c2ccccc2)cc1. RXN SMILES: C(O[C:6]([N:8]1[CH2:12][C:11](=[N:13][O:14][CH3:15])[CH2:10][C@H:9]1[C:16]([OH:18])=O)=[O:7])(C)(C)C.[C:19]1([C:28]2[CH:33]=[CH:32][CH:31]=[CH:30][CH:29]=2)[CH:24]=[CH:23][C:22](C(Cl)=O)=[CH:21][CH:20]=1.O[N:35]=[C:36]([NH2:44])[CH2:37][C:38]1[CH:43]=[CH:42][CH:41]=[CH:40][CH:39]=1>>[CH3:15][O:14][N:13]=[C:11]1[CH2:10][C@@H:9]([C:16]2[O:18][N:44]=[C:36]([CH2:37][C:38]3[CH:43]=[CH:42][CH:41]=[CH:40][CH:39]=3)[N:35]=2)[N:8]([C:6]([C:31]2[CH:30]=[CH:29][C:28]([C:19]3[CH:20]=[CH:21][CH:22]=[CH:23][CH:24]=3)=[CH:33][CH:32]=2)=[O:7])[CH2:12]1. Starting materials: C(C)(C)(C)OC(=O)N1[C@@H](CC(C1)=NOC)C(=O)O ((2S,4EZ)-1-(tert-butoxycarbonyl)-4-(methoxyimino)-2-pyrrolidine-carboxylic acid), ON=C(CC1=CC=CC=C1)N (N′-hydroxy-2-phenylethanimidamide), C(C)(C)(C)OC(=O)N1[C@@H](CC(C1)=NOC)C(=O)O ((2S,4EZ)-1-(tert-butoxycarbonyl)-4-(methoxyimino)-2-pyrrolidine-carboxylic acid), C1(=CC=C(C=C1)C(=O)Cl)C1=CC=CC=C1 ([1,1′-biphenyl]-4-carbonyl chloride). Reported procedure: Following the general method as outlined in Example 59, starting from (2S,4EZ)-1-(tert-butoxycarbonyl)-4-(methoxyimino)-2-pyrrolidine-carboxylic acid (Intermediate 2), [1,1′-biphenyl]-4-carbonyl chloride, and N′-hydroxy-2-phenylethanimidamide, the title compound was obtained in 86% purity by HPLC. MS(ESI+): m/z=453.2. Product: CON=C1CN([C@@H](C1)C1=NC(=NO1)CC1=CC=CC=C1)C(=O)C1=CC=C(C=C1)C1=CC=CC=C1 ((3EZ,5S)-5-(3-benzyl-1,2,4-oxadiazol-5-yl)-1-([1,1′-biphenyl]-4-ylcarbonyl)-3-pyrrolidinone O-methyloxime).